The task is: describe an organic reaction: reactants, conditions, products, and yield. This data is from the Open Reaction Database (ORD), a public repository of structured organic reaction records. The reactants are C(=O)([O-])[O-].[Cs+].[Cs+] (Cs2CO3), IC=1C=2C(N=CC1)=CNN2 (7-Iodo-2H-pyrazolo[4,3-b]pyridine), BrCCCOC1OCCCC1 (2-(3-bromopropoxy)tetrahydro-2H-pyran). The solvent is CN(C)C=O (DMF). Conditions: temperature 120 celsius. The product is IC=1C=2C(N=CC1)=CN(N2)CCCOC2OCCCC2 (7-iodo-2-(3-(tetrahydro-2H-pyran-2-yloxy)propyl)-2H-pyrazolo[4,3-b]pyridine), IC1=C2C(=NC=C1)C=NN2CCCOC2OCCCC2 (7-iodo-1-(3-(tetrahydro-2H-pyran-2-yloxy)propyl)-1H-pyrazolo[4,3-b]pyridine). Reaction SMILES: [I:1][C:2]1[C:3]2[C:4](=[CH:8][NH:9][N:10]=2)[N:5]=[CH:6][CH:7]=1.Br[CH2:12][CH2:13][CH2:14][O:15][CH:16]1[CH2:21][CH2:20][CH2:19][CH2:18][O:17]1.C([O-])([O-])=O.[Cs+].[Cs+]>CN(C=O)C>[I:1][C:2]1[C:3]2[C:4](=[CH:8][N:9]([CH2:12][CH2:13][CH2:14][O:15][CH:16]3[CH2:21][CH2:20][CH2:19][CH2:18][O:17]3)[N:10]=2)[N:5]=[CH:6][CH:7]=1.[I:1][C:2]1[CH:7]=[CH:6][N:5]=[C:4]2[CH:8]=[N:9][N:10]([CH2:12][CH2:13][CH2:14][O:15][CH:16]3[CH2:21][CH2:20][CH2:19][CH2:18][O:17]3)[C:3]=12 |f:2.3.4|. Procedure: 7-Iodo-2H-pyrazolo[4,3-b]pyridine (200 mg, 0.816 mmol), 2-(3-bromopropoxy)tetrahydro-2H-pyran (182 mg, 0.816 mmol) and Cs2CO3 (532 mg, 1.633 mmol) were combined in DMF (5 mL) and the mixture was heated at 120° C. for 30 minutes in a microwave. The reaction mixture was then purified by preparative HPLC using a Sunfire Prep 5 μm C18, 75×30 mm column eluting with a gradient of 05-40% acetonitrile (containing 0.035% TFA) in water (containing 0.05% TFA) to give 7-iodo-2-(3-(tetrahydro-2H-pyran-2-ylox... The reactants are CN(C1CC=C(CC1)C1=CNC2=CC=C(C=C12)[N+](=O)[O-])C (N,N-Dimethyl-4-(5-nitro-1H-indol-3-yl)cyclohex-3-enamine), O.NN (hydrazine hydrate). Reagents/catalysts: [Ni] (Ra—Ni). Solvent: CO (methanol). Yields the product CN(C1CC=C(CC1)C1=CNC2=CC=C(C=C12)N)C (3-(4-(Dimethylamino)cyclohex-1-enyl)-1H-indol-5-amine). The yield is 98.6%. RXN SMILES: [CH3:1][N:2]([CH3:21])[CH:3]1[CH2:8][CH2:7][C:6]([C:9]2[C:17]3[C:12](=[CH:13][CH:14]=[C:15]([N+:18]([O-])=O)[CH:16]=3)[NH:11][CH:10]=2)=[CH:5][CH2:4]1.O.NN>CO.[Ni]>[CH3:1][N:2]([CH3:21])[CH:3]1[CH2:8][CH2:7][C:6]([C:9]2[C:17]3[C:12](=[CH:13][CH:14]=[C:15]([NH2:18])[CH:16]=3)[NH:11][CH:10]=2)=[CH:5][CH2:4]1 |f:1.2|. Procedure: A solution of compound 112 (0.21 g, 0.735 mmol) in dry methanol (5 mL) was treated with Ra—Ni (0.05 g) followed by hydrazine hydrate (0.22 mL, 7.359 mmol) at room temperature. The reaction was placed in a pre-heated oil bath and refluxed for 5 min. The reaction brought to room temperature, filtered through celite bed and washed with methanol (2 10 mL). The solvent was evaporated and crude was purified by column chromatography (2 M NH3 in methanol: CH2Cl2, 1:9) to obtain compound 113 (0.185 g, qu... Starting materials: CCOC(=O)Cn1cccc1C=C1CN(C(C(=O)C2CC2)c2ccccc2F)CCC1SC(C)=O, O=C([O-])[O-], CCO, [K+], [K+]. Yields the product CCOC(=O)Cn1cccc1C=C1CN(C(C(=O)C2CC2)c2ccccc2F)CCC1S. Reaction SMILES: [C:1](=[O:2])([CH3:3])[S:4][CH:5]1[C:6](=[CH:24][c:25]2[n:26]([CH2:30][C:31](=[O:32])[O:33][CH2:34][CH3:35])[cH:27][cH:28][cH:29]2)[CH2:7][N:8]([CH:11]([C:12](=[O:13])[CH:14]2[CH2:15][CH2:16]2)[c:17]2[c:18]([F:23])[cH:19][cH:20][cH:21][cH:22]2)[CH2:9][CH2:10]1.[C:36](=[O:37])([O-:38])[O-:39].[CH3:42][CH2:43][OH:44].[K+:40].[K+:41]>>[SH:4][CH:5]1[C:6](=[CH:24][c:25]2[n:26]([CH2:30][C:31](=[O:32])[O:33][CH2:34][CH3:35])[cH:27][cH:28][cH:29]2)[CH2:7][N:8]([CH:11]([C:12](=[O:13])[CH:14]2[CH2:15][CH2:16]2)[c:17]2[c:18]([F:23])[cH:19][cH:20][cH:21][cH:22]2)[CH2:9][CH2:10]1. Starting materials: [BH3-]C#N, CNC, CO, Cl, O=C1CCN2CCc3ccccc3C2(c2ccc(F)cc2)C1, [Na+], [Na+], [Na+], O=C([O-])[O-]. Yields the product CN(C)C1CCN2CCc3ccccc3C2(c2ccc(F)cc2)C1. As a reaction SMILES: [C:27]([BH3-:28])#[N:29].[CH3:1][NH:2][CH3:3].[CH3:37][OH:38].[ClH:4].[F:5][c:6]1[cH:7][cH:8][c:9]([C:12]23[CH2:13][C:14](=[O:26])[CH2:15][CH2:16][N:17]2[CH2:18][CH2:19][c:20]2[c:21]3[cH:22][cH:23][cH:24][cH:25]2)[cH:10][cH:11]1.[Na+:30].[Na+:31].[Na+:32].[O-:33][C:34](=[O:35])[O-:36]>>[CH3:1][N:2]([CH3:3])[CH:14]1[CH2:13][C:12]2([c:9]3[cH:8][cH:7][c:6]([F:5])[cH:11][cH:10]3)[N:17]([CH2:16][CH2:15]1)[CH2:18][CH2:19][c:20]1[c:21]2[cH:22][cH:23][cH:24][cH:25]1. Starting materials: C(=O)([O-])[O-].[Na+].[Na+] (Na2CO3), tetrakis-triphenylphosphane palladium, IC=1C=CC(=NC1)O (5-iodo-pyridin-2-ol), ClC1=CC=C(C=C1)OB(O)O (4-chlorophenyl-boric acid). Solvent: O1CCOCC1 (1,4-dioxane), CO (MeOH). Conditions: temperature 110 celsius, time 19 hour. Yields the product ClC1=CC=C(C=C1)C=1C=CC(=NC1)O (5-(4-chloro-phenyl)-pyridin-2-ol). As a reaction SMILES: C([O-])([O-])=O.[Na+].[Na+].I[C:8]1[CH:9]=[CH:10][C:11]([OH:14])=[N:12][CH:13]=1.[Cl:15][C:16]1[CH:21]=[CH:20][C:19](OB(O)O)=[CH:18][CH:17]=1>O1CCOCC1.CO>[Cl:15][C:16]1[CH:21]=[CH:20][C:19]([C:8]2[CH:9]=[CH:10][C:11]([OH:14])=[N:12][CH:13]=2)=[CH:18][CH:17]=1 |f:0.1.2|. Reported procedure: Under an N2 atmosphere 21.7 mL 2 M Na2CO3 solution and 250 mg (0.22 mmol) tetrakis-triphenylphosphane-palladium are added to a solution of 8.0 g (21.7 mmol) 5-iodo-pyridin-2-ol and 3.81 g (23.9 mmol) 4-chlorophenyl-boric acid in 120 mL 1,4-dioxane and 30 mL dry MeOH and the reaction mixture is stirred for 19 h at 110° C. The mixture is evaporated down i. vac., the residue is combined with water, the precipitate is filtered off, washed with water and dried at 40° C. in the circulating air dryer u... Reactants: CC(C)c1ccc(OC(Cc2ccc(O)cc2)C(=O)N2C(=O)OCC2Cc2ccccc2)cc1, [Li+], [OH-], OO. The product is CC(C)c1ccc(OC(Cc2ccc(O)cc2)C(=O)O)cc1. As a reaction SMILES: [CH2:1]([CH:2]1[CH2:3][O:4][C:5](=[O:6])[N:7]1[C:14]([CH:15]([CH2:16][c:17]1[cH:18][cH:19][c:20]([OH:23])[cH:21][cH:22]1)[O:24][c:25]1[cH:26][cH:27][c:28]([CH:31]([CH3:32])[CH3:33])[cH:29][cH:30]1)=[O:34])[c:8]1[cH:9][cH:10][cH:11][cH:12][cH:13]1.[Li+:35].[OH-:36].[OH:37][OH:38]>>[C:14]([CH:15]([CH2:16][c:17]1[cH:18][cH:19][c:20]([OH:23])[cH:21][cH:22]1)[O:24][c:25]1[cH:26][cH:27][c:28]([CH:31]([CH3:32])[CH3:33])[cH:29][cH:30]1)([OH:34])=[O:36].